Dataset: the Open Reaction Database (ORD), a public repository of structured organic reaction records. Task: describe an organic reaction: reactants, conditions, products, and yield Starting materials: [Si](C)(C)(C(C)(C)C)OC[C@H](C1=CC(=C(C=C1)Cl)F)N1C(C=C(C=C1)C1=NC(=NC=C1)S(=O)(=O)C)=O ((S)-1-(2-(tert-butyldimethylsilyloxy)-1-(4-chloro-3-fluorophenyl)ethyl)-4-(2-(methylsulfonyl)pyrimidin-4-yl)pyridin-2(1H)-one), Cl.C12OCC(C(C1)N)C2 (2-oxa-bicyclo[2.2.1]heptan-5-amine hydrochloride), TEA. The solvent is C(C)(CC)O (s-butanol). Run at temperature 130 celsius, time 3 hour. The product is C12OCC(C(C1)NC1=NC=CC(=N1)C1=CC(N(C=C1)[C@H](CO[Si](C)(C)C(C)(C)C)C1=CC(=C(C=C1)Cl)F)=O)C2 (4-(2-(2-oxabicyclo[2.2.1]heptan-5-ylamino)pyrimidin-4-yl)-1-((S)-2-(tert-butyldimethylsilyloxy)-1-(4-chloro-3-fluorophenyl)ethyl)pyridin-2(1H)-one). As a reaction SMILES: [Si:1]([O:8][CH2:9][C@@H:10]([N:19]1[CH:24]=[CH:23][C:22]([C:25]2[CH:30]=[CH:29][N:28]=[C:27](S(C)(=O)=O)[N:26]=2)=[CH:21][C:20]1=[O:35])[C:11]1[CH:16]=[CH:15][C:14]([Cl:17])=[C:13]([F:18])[CH:12]=1)([C:4]([CH3:7])([CH3:6])[CH3:5])([CH3:3])[CH3:2].Cl.[CH:37]12[CH2:44][CH:40]([CH:41]([NH2:43])[CH2:42]1)[CH2:39][O:38]2>C(O)(CC)C>[CH:37]12[CH2:44][CH:40]([CH:41]([NH:43][C:27]3[N:26]=[C:25]([C:22]4[CH:23]=[CH:24][N:19]([C@@H:10]([C:11]5[CH:16]=[CH:15][C:14]([Cl:17])=[C:13]([F:18])[CH:12]=5)[CH2:9][O:8][Si:1]([C:4]([CH3:7])([CH3:6])[CH3:5])([CH3:3])[CH3:2])[C:20](=[O:35])[CH:21]=4)[CH:30]=[CH:29][N:28]=3)[CH2:42]1)[CH2:39][O:38]2 |f:1.2|. Procedure: A microwave vial was charged with (S)-1-(2-(tert-butyldimethylsilyloxy)-1-(4-chloro-3-fluorophenyl)ethyl)-4-(2-(methylsulfonyl)pyrimidin-4-yl)pyridin-2(1H)-one (100 mg, 0.190 mmol), 2-oxa-bicyclo[2.2.1]heptan-5-amine hydrochloride (53 mg, 0.47 mmol), TEA (0.50 mmol, 50 mg) and s-butanol (3.0 mL). The mixture was stirred at 130° C. under microwave irradiation for 3 hours. After completion of the reaction, the mixture was concentrated to give 4-(2-(2-oxabicyclo[2.2.1]heptan-5-ylamino)pyrimidin-4-y...